Task: describe an organic reaction: reactants, conditions, products, and yield. Dataset: the Open Reaction Database (ORD), a public repository of structured organic reaction records Starting materials: CN1C(SC2=C1C=CC(=C2)N2C(O[C@H](C2)C(=O)OCCCC)=O)=O (butyl (5R)-3-(2,3-dihydro-3-methyl-2-oxo-6-benzothiazolyl)-2-oxo-5-oxazolidinecarboxylate), CN (methylamine). Solvent: CO (MeOH), CO (MeOH). Reaction conditions: time 1 hour. Yields the product CNC(=O)[C@H]1CN(C(O1)=O)C1=CC2=C(N(C(S2)=O)C)C=C1 ((5R)-(−)-N-Methyl-3-(2,3-dihydro-3-methyl-2-oxo-6-benzothiazolyl)-2-oxo-5-oxazolidinecarboxamide). As a reaction SMILES: [CH3:1][N:2]1[C:6]2[CH:7]=[CH:8][C:9]([N:11]3[CH2:15][C@H:14]([C:16]([O:18]CCCC)=O)[O:13][C:12]3=[O:23])=[CH:10][C:5]=2[S:4][C:3]1=[O:24].[CH3:25][NH2:26]>CO>[CH3:25][NH:26][C:16]([C@@H:14]1[O:13][C:12](=[O:23])[N:11]([C:9]2[CH:8]=[CH:7][C:6]3[N:2]([CH3:1])[C:3](=[O:24])[S:4][C:5]=3[CH:10]=2)[CH2:15]1)=[O:18]. Procedure details: The butyl (5R)-3-(2,3-dihydro-3-methyl-2-oxo-6-benzothiazolyl)-2-oxo-5-oxazolidinecarboxylate (EXAMPLE 29, Step 2, 300 mg, 0.856 mmol) is treated with 2N methylamine in MeOH (8.6 mL) with vigorous stirring, and the mixture is diluted with additional MeOH (10 mL) and stirred at ambient temperature for 1 h. The resulting slurry is filtered to give the title compound, mp 264–267° C.; MS (ESI+) for C13H13N3O4S m/z 308 (M+H)+; [α]25D−44 (c 0.92, DMSO). Starting materials: ClC1=C(C=CC(=C1)Cl)C(C(=O)C=1C=NC=CC1)C (2-(2,4-dichlorophenyl)-1-(3-pyridyl)-1-propanone). Reagents/catalysts: [Br-].C(CCC)[P+](C1=CC=CC=C1)(C1=CC=CC=C1)C1=CC=CC=C1 (butyltriphenylphosphonium bromide). Yields the product C(CCC)=C(C(C1=C(C=C(C=C1)Cl)Cl)C)C=1C=NC=CC1 (3-(α-butylidene-2,4-dichloro-β-methyl-phenethyl)-pyridine). RXN SMILES: [Cl:1][C:2]1[CH:7]=[C:6]([Cl:8])[CH:5]=[CH:4][C:3]=1[CH:9]([CH3:18])[C:10]([C:12]1[CH:13]=[N:14][CH:15]=[CH:16][CH:17]=1)=O>[Br-].C([P+](C1C=CC=CC=1)(C1C=CC=CC=1)C1C=CC=CC=1)CCC>[CH:7](=[C:10]([C:12]1[CH:13]=[N:14][CH:15]=[CH:16][CH:17]=1)[CH:9]([CH3:18])[C:3]1[CH:4]=[CH:5][C:6]([Cl:8])=[CH:7][C:2]=1[Cl:1])[CH2:2][CH2:3][CH3:4] |f:1.2|. Procedure: starting from 2-(2,4-dichlorophenyl)-1-(3-pyridyl)-1-propanone and butyltriphenylphosphonium bromide there is obtained 3-(α-butylidene-2,4-dichloro-β-methyl-phenethyl)-pyridine. Run in C(C)O (ethanol). Procedure details: Ethyl 5-(2-acetylphenyl)thiophene-2-carboxylate (3.52 g) obtained in Step 2 was dissolved in ethanol (30 ml) and the mixture was cooled to 0° C. Sodium borohydride was added and the mixture was stirred overnight at 0° C.—room temperature. The reaction mixture was cooled to 0° C., 10% aqueous citric acid was added dropwise and ethanol was evaporated. The reaction mixture was extracted with ethyl acetate, washed successively with water, saturated aqueous sodium hydrogencarbonate and brine, and dri... The yield is 93.1%. Yields the product OC(C)C1=C(C=CC=C1)C1=CC=C(S1)C(=O)OCC (ethyl 5-[2-(1-hydroxyethyl)phenyl]thiophene-2-carboxylate). The reactants are [BH4-].[Na+] (Sodium borohydride), C(C)(=O)C1=C(C=CC=C1)C1=CC=C(S1)C(=O)OCC (Ethyl 5-(2-acetylphenyl)thiophene-2-carboxylate), C(CC(O)(C(=O)O)CC(=O)O)(=O)O (citric acid). Reaction conditions: temperature 0 celsius, time 8 hour. As a reaction SMILES: [C:1]([C:4]1[CH:9]=[CH:8][CH:7]=[CH:6][C:5]=1[C:10]1[S:14][C:13]([C:15]([O:17][CH2:18][CH3:19])=[O:16])=[CH:12][CH:11]=1)(=[O:3])[CH3:2].[BH4-].[Na+].C(O)(=O)CC(CC(O)=O)(C(O)=O)O>C(O)C>[OH:3][CH:1]([C:4]1[CH:9]=[CH:8][CH:7]=[CH:6][C:5]=1[C:10]1[S:14][C:13]([C:15]([O:17][CH2:18][CH3:19])=[O:16])=[CH:12][CH:11]=1)[CH3:2] |f:1.2|. Starting materials: N12C[C@@H](C(CC1)CC2)NC(=O)C=2SC(=CC2)C2=CC(=CC=C2)C=O ((R)-N-(1-azabicyclo[2.2.2]oct-3-yl)(5-(3-formylphenyl)thiophene-2-carboxamide)), [BH4-].[Na+] (sodium borohydride). Run in CO (methanol). Conditions: time 4 hour. Product: N12C[C@@H](C(CC1)CC2)NC(=O)C=2SC(=CC2)C2=CC(=CC=C2)CO ((R)-N-(1-Azabicyclo[2.2.2]oct-3-yl)(5-(3-(hydroxymethyl)phenyl)thiophene-2-carboxamide)). Isolated yield 62.1%. RXN SMILES: [N:1]12[CH2:8][CH2:7][CH:4]([CH2:5][CH2:6]1)[C@@H:3]([NH:9][C:10]([C:12]1[S:13][C:14]([C:17]3[CH:22]=[CH:21][CH:20]=[C:19]([CH:23]=[O:24])[CH:18]=3)=[CH:15][CH:16]=1)=[O:11])[CH2:2]2.[BH4-].[Na+]>CO>[N:1]12[CH2:6][CH2:5][CH:4]([CH2:7][CH2:8]1)[C@@H:3]([NH:9][C:10]([C:12]1[S:13][C:14]([C:17]3[CH:22]=[CH:21][CH:20]=[C:19]([CH2:23][OH:24])[CH:18]=3)=[CH:15][CH:16]=1)=[O:11])[CH2:2]2 |f:1.2|. Procedure details: To the solution of (R)-N-(1-azabicyclo[2.2.2]oct-3-yl)(5-(3-formylphenyl)thiophene-2-carboxamide) (875 mg) in methanol (15 mL), sodium borohydride (97.2 mg) was added. The mixture was then stirred at room temperature for 4 h. The residue was partitioned between water and chloroform. The extracts were dried over magnesium sulfate, filtered, and evaporated, and the residue was then purified by flash chromatography using 5-20% 3.5M methanolic ammonia/chloroform mixtures as the eluent to give the ti... The reactants are C1CCOC1, COC(=O)C1C=CC(S(C)(=O)=O)=CC1(C)F, [Na+], [OH-], O. Product: CC1(F)C=C(S(C)(=O)=O)C=CC1C(=O)O. RXN SMILES: [CH2:19]1[O:20][CH2:21][CH2:22][CH2:23]1.[F:1][C:2]1([CH3:16])[CH:3]([C:4](=[O:5])[O:6][CH3:7])[CH:8]=[CH:9][C:10]([S:12](=[O:13])(=[O:14])[CH3:15])=[CH:11]1.[Na+:18].[OH-:17].[OH2:24]>>[F:1][C:2]1([CH3:16])[CH:3]([C:4](=[O:5])[OH:6])[CH:8]=[CH:9][C:10]([S:12](=[O:13])(=[O:14])[CH3:15])=[CH:11]1.